From a dataset of the Open Reaction Database (ORD), a public repository of structured organic reaction records. describe an organic reaction: reactants, conditions, products, and yield The reactants are CN(C)Cc1cccc(CSCCN)c1, CCO, Cc1cc(Cc2cnc(N[N+](=O)[O-])[nH]c2=O)cnc1C. Yields the product Cc1cc(Cc2cnc(NCCSCc3cccc(CN(C)C)c3)[nH]c2=O)cnc1C. Reaction SMILES: [CH3:1][N:2]([CH3:3])[CH2:4][c:5]1[cH:6][c:7]([CH2:8][S:9][CH2:10][CH2:11][NH2:12])[cH:13][cH:14][cH:15]1.[CH3:36][CH2:37][OH:38].[N+:16]([NH:17][c:20]1[n:21][cH:22][c:23]([CH2:27][c:28]2[cH:29][n:30][c:31]([CH3:35])[c:32]([CH3:34])[cH:33]2)[c:24](=[O:26])[nH:25]1)([O-:18])=[O:19]>>[CH3:1][N:2]([CH3:3])[CH2:4][c:5]1[cH:6][c:7]([CH2:8][S:9][CH2:10][CH2:11][NH:12][c:20]2[n:21][cH:22][c:23]([CH2:27][c:28]3[cH:29][n:30][c:31]([CH3:35])[c:32]([CH3:34])[cH:33]3)[c:24](=[O:26])[nH:25]2)[cH:13][cH:14][cH:15]1. The reactants are ClC=1C=C2C(=C(N(C2=CC1)S(=O)(=O)C1=CC=CC=C1)C(=O)OCC)S(=O)(=O)Cl (ethyl 5-chloro-3-(chlorosulfonyl)-1-(phenylsulfonyl)-1H-indole-2-carboxylate), Cl.CNCCC(=O)OC (methyl N-methyl-β-alaninate hydrochloride), BrC=1C=C2C(=C(N(C2=CC1)S(=O)(=O)C1=CC=CC=C1)C(=O)OCC)S(=O)(=O)Cl (ethyl 5-bromo-3-(chlorosulfonyl)-1-(phenylsulfonyl)-1H-indole-2-carboxylate), Cl.CN (methylamine hydrochloride). Yields the product NC(=O)C=1NC2=CC=C(C=C2C1S(=O)(=O)N(C(CCN)=O)C)Br (N-{[2-(Aminocarbonyl)-5-bromo-1H-indol-3-yl]sulfonyl}-N-methyl-β-alaninamide). Reaction SMILES: ClC1C=C2[C:8](=CC=1)[N:7](S(C1C=CC=CC=1)(=O)=O)C(C(OCC)=O)=C2S(Cl)(=O)=O.[Br:29][C:30]1[CH:31]=[C:32]2[C:36](=[CH:37][CH:38]=1)[N:35](S(C1C=CC=CC=1)(=O)=O)[C:34]([C:48]([O:50]CC)=O)=[C:33]2[S:53](Cl)(=[O:55])=[O:54].Cl.C[NH2:59].Cl.C[NH:62][CH2:63][CH2:64][C:65]([O:67]C)=O>>[NH2:59][C:48]([C:34]1[NH:35][C:36]2[C:32]([C:33]=1[S:53]([N:7]([CH3:8])[C:65](=[O:67])[CH2:64][CH2:63][NH2:62])(=[O:54])=[O:55])=[CH:31][C:30]([Br:29])=[CH:38][CH:37]=2)=[O:50] |f:2.3,4.5|. Procedure: Following the procedures described in Steps D and E of Example 1, replacing in Step D ethyl 5-chloro-3-(chlorosulfonyl)-1-(phenylsulfonyl)-1H-indole-2-carboxylate with ethyl 5-bromo-3-(chlorosulfonyl)-1-(phenylsulfonyl)-1H-indole-2-carboxylate, and methylamine hydrochloride with methyl N-methyl-β-alaninate hydrochloride, the title compound was obtained. Proton NMR for the product was consistent with the titled compound. ESI+ MS: 403.2 [M+H]+. Reaction SMILES: [Br:1][CH2:2][C:3](=[O:4])[c:5]1[cH:6][cH:7][c:8](-[c:11]2[c:12]([F:17])[cH:13][cH:14][cH:15][cH:16]2)[cH:9][cH:10]1.[CH2:18]1[N:19]2[CH2:20][N:21]3[CH2:22][N:23]1[CH2:24][N:25]([CH2:26]2)[CH2:27]3.[CH3:28][c:29]1[cH:30][cH:31][cH:32][cH:33][cH:34]1>>[Br-:1].[CH2:2]([C:3](=[O:4])[c:5]1[cH:6][cH:7][c:8](-[c:11]2[c:12]([F:17])[cH:13][cH:14][cH:15][cH:16]2)[cH:9][cH:10]1)[N+:19]12[CH2:18][N:23]3[CH2:22][N:21]([CH2:20]1)[CH2:27][N:25]([CH2:24]3)[CH2:26]2. Yields the product [Br-], O=C(C[N+]12CN3CN(CN(C3)C1)C2)c1ccc(-c2ccccc2F)cc1. Reactants: O=C(CBr)c1ccc(-c2ccccc2F)cc1, C1N2CN3CN1CN(C2)C3, Cc1ccccc1.